Dataset: the Open Reaction Database (ORD), a public repository of structured organic reaction records. Task: describe an organic reaction: reactants, conditions, products, and yield Starting materials: FC=1C=C(C(=CC1)N)NC=1C=NC(=CC1)F (4-fluoro-N2-(6-fluoropyridin-3-yl)benzene-1,2-diamine), C(C)(C)(C)OC(=O)N[C@H](C(=O)O)C ((S)-2-tertbutoxycarbonylaminopropionic acid), C1=CC2=C(N=C1)N(N=N2)O (HOAt), CN1CCOCC1 (4-methylmorpholine), Cl.CN(CCCN=C=NCC)C (N-(3-dimethylaminopropyl)-N′-ethylcarbodiimide hydrochloride). Run in C(Cl)Cl (DCM). Conditions: time 3 hour. Product: C(C)(C)(C)OC(N[C@@H](C)C(NC1=C(C=C(C=C1)F)NC=1C=NC(=CC1)F)=O)=O ({(S)-1-[4-Fluoro-2-(6-fluoropyridin-3-ylamino)phenylcarbamoyl]ethyl}carbamic acid tert-butyl ester). The yield is 104.6%. As a reaction SMILES: [F:1][C:2]1[CH:3]=[C:4]([NH:9][C:10]2[CH:11]=[N:12][C:13]([F:16])=[CH:14][CH:15]=2)[C:5]([NH2:8])=[CH:6][CH:7]=1.[C:17]([O:21][C:22]([NH:24][C@@H:25]([CH3:29])[C:26](O)=[O:27])=[O:23])([CH3:20])([CH3:19])[CH3:18].C1C=NC2N(O)N=NC=2C=1.CN1CCOCC1.Cl.CN(C)CCCN=C=NCC>C(Cl)Cl>[C:17]([O:21][C:22](=[O:23])[NH:24][C@H:25]([C:26](=[O:27])[NH:8][C:5]1[CH:6]=[CH:7][C:2]([F:1])=[CH:3][C:4]=1[NH:9][C:10]1[CH:11]=[N:12][C:13]([F:16])=[CH:14][CH:15]=1)[CH3:29])([CH3:18])([CH3:19])[CH3:20] |f:4.5|. Procedure details: A mixture of 4-fluoro-N2-(6-fluoropyridin-3-yl)benzene-1,2-diamine (524 mg, 2.37 mmol), (S)-2-tertbutoxycarbonylaminopropionic acid (493 mg, 2.61 mmol), HOAt (355 mg, 2.61 mmol), 4-methylmorpholine (575 μL, 5.21 mmol) and N-(3-dimethylaminopropyl)-N′-ethylcarbodiimide hydrochloride (500 mg, 2.61 mmol) in DCM (20 mL) was stirred at RT for 3 h. The reaction mixture was partitioned between DCM and a saturated aqueous solution of NaHCO3. The organic layer was washed with brine, dried (Na2SO4) and co...